This data is from the Open Reaction Database (ORD), a public repository of structured organic reaction records. The task is: describe an organic reaction: reactants, conditions, products, and yield Starting materials: CC(=O)O[BH-](OC(C)=O)OC(C)=O, CC1CNCCN1C(=O)OCc1ccccc1, [Na+], O=Cc1ccc(-c2cccnc2N2CCC3(CC2)OCCO3)nc1. The product is CC1CN(Cc2ccc(-c3cccnc3N3CCC4(CC3)OCCO4)nc2)CCN1C(=O)OCc1ccccc1. Reaction SMILES: [C:42]([O:43][BH-:44]([O:45][C:46](=[O:47])[CH3:48])[O:49][C:50](=[O:51])[CH3:52])(=[O:53])[CH3:54].[CH3:25][CH:26]1[N:27]([C:32](=[O:33])[O:34][CH2:35][c:36]2[cH:37][cH:38][cH:39][cH:40][cH:41]2)[CH2:28][CH2:29][NH:30][CH2:31]1.[Na+:55].[O:1]1[CH2:2][CH2:3][O:4][C:5]12[CH2:6][CH2:7][N:8]([c:11]1[n:12][cH:13][cH:14][cH:15][c:16]1-[c:17]1[n:18][cH:19][c:20]([CH:23]=[O:24])[cH:21][cH:22]1)[CH2:9][CH2:10]2>>[O:1]1[CH2:2][CH2:3][O:4][C:5]12[CH2:6][CH2:7][N:8]([c:11]1[n:12][cH:13][cH:14][cH:15][c:16]1-[c:17]1[n:18][cH:19][c:20]([CH2:23][N:30]3[CH2:29][CH2:28][N:27]([C:32](=[O:33])[O:34][CH2:35][c:36]4[cH:37][cH:38][cH:39][cH:40][cH:41]4)[CH:26]([CH3:25])[CH2:31]3)[cH:21][cH:22]1)[CH2:9][CH2:10]2. Starting materials: [NH4+].[OH-] (NH4OH), COCCC=1N(C2=C(C=[N+](C=3C=CC=CC23)[O-])N1)CCOCCN(C(OC(C)(C)C)=O)C (tert-butyl 2-{2-[2-(2-methoxyethyl)-5-oxido-1H-imidazo[4,5-c]quinolin-1-yl]ethoxy}ethyl(methyl)carbamate), [NH4+].[OH-] (NH4OH), C1(=CC=C(C=C1)S(=O)(=O)Cl)C (p-toluenesulfonyl chloride), C(Cl)Cl (CH2Cl2). Solvent: ClCCCl (1,2-dichloroethane). Conditions: time 4 hour. The product is NC1=NC=2C=CC=CC2C2=C1N=C(N2CCOCCN(C(OC(C)(C)C)=O)C)CCOC (tert-butyl 2-{2-[4-amino-2-(2-methoxyethyl)-1H-imidazo[4,5-c]quinolin-1-yl]ethoxy}ethyl(methyl)carbamate). Reaction SMILES: [CH3:1][O:2][CH2:3][CH2:4][C:5]1[N:6]([CH2:19][CH2:20][O:21][CH2:22][CH2:23][N:24]([CH3:32])[C:25](=[O:31])[O:26][C:27]([CH3:30])([CH3:29])[CH3:28])[C:7]2[C:16]3[CH:15]=[CH:14][CH:13]=[CH:12][C:11]=3[N+:10]([O-])=[CH:9][C:8]=2[N:18]=1.[NH4+:33].[OH-].C1(C)C=CC(S(Cl)(=O)=O)=CC=1.C(Cl)Cl>ClCCCl>[NH2:33][C:9]1[C:8]2[N:18]=[C:5]([CH2:4][CH2:3][O:2][CH3:1])[N:6]([CH2:19][CH2:20][O:21][CH2:22][CH2:23][N:24]([CH3:32])[C:25](=[O:31])[O:26][C:27]([CH3:30])([CH3:29])[CH3:28])[C:7]=2[C:16]2[CH:15]=[CH:14][CH:13]=[CH:12][C:11]=2[N:10]=1 |f:1.2|. Reported procedure: A solution of tert-butyl 2-{2-[2-(2-methoxyethyl)-5-oxido-1H-imidazo[4,5-c]quinolin-1-yl]ethoxy}ethyl(methyl)carbamate (7.05 g, 15.9 mmol) in 100 mL of 1,2-dichloroethane was heated to 80° C. and treated with 5 mL of concentrated NH4OH solution. To the rapidly stirred solution was added solid p-toluenesulfonyl chloride (3.33 g, 17.5 mmol) over a 10 min period. The reaction mixture was treated with an additional 5 mL concentrated NH4OH solution and then sealed in a pressure vessel and heating was... Reactants: O=C([O-])[O-], COc1cccc2c1CC(NCCCCN1C(=O)CC3(CCCCC3)C1=O)CO2, CN(C)C=O, CCCI, [K+], [K+]. Product: CCCN(CCCCN1C(=O)CC2(CCCCC2)C1=O)C1COc2cccc(OC)c2C1. As a reaction SMILES: [C:34](=[O:35])([O-:36])[O-:37].[CH3:1][O:2][c:3]1[c:4]2[c:9]([cH:10][cH:11][cH:12]1)[O:8][CH2:7][CH:6]([NH:13][CH2:14][CH2:15][CH2:16][CH2:17][N:18]1[C:19](=[O:29])[CH2:20][C:21]3([C:22]1=[O:23])[CH2:24][CH2:25][CH2:26][CH2:27][CH2:28]3)[CH2:5]2.[CH3:40][N:41]([CH3:42])[CH:43]=[O:44].[I:30][CH2:31][CH2:32][CH3:33].[K+:38].[K+:39]>>[CH3:1][O:2][c:3]1[c:4]2[c:9]([cH:10][cH:11][cH:12]1)[O:8][CH2:7][CH:6]([N:13]([CH2:14][CH2:15][CH2:16][CH2:17][N:18]1[C:19](=[O:29])[CH2:20][C:21]3([C:22]1=[O:23])[CH2:24][CH2:25][CH2:26][CH2:27][CH2:28]3)[CH2:31][CH2:32][CH3:33])[CH2:5]2. Starting materials: ClC1=CC=C(C=C1)C1(CCC1)C(C(C)=O)N(C)C (1-[1-(4-chlorophenyl)cyclobutyl]-1-dimethylaminopropan-2-one), C(C)[Mg]Br (ethyl magnesium bromide), CCOCC (ether), Cl (hydrochloric acid), C(C)Br (ethyl bromide), [Mg] (magnesium), CCOCC (ether), CCOCC (ether), Cl (hydrochloric acid). Procedure: A solution of 1-[1-(4-chlorophenyl)cyclobutyl]-1-dimethylaminopropan-2-one (10 g prepared as described in Example 47) in dry ether (25 ml) was added dropwise to a stirred solution of ethyl magnesium bromide prepared by the reaction of a solution of ethyl bromide (5 ml) in dry ether (20 ml) with magnesium (1.3 g) in dry ether (160 ml). The mixture was stirred for two hours at ambient temperature and water (60 ml) and then 5N hydrochloric acid (60 ml) were added. The mixture was allowed to stand f... Reaction conditions: time 2 hour. Reaction SMILES: [Cl:1][C:2]1[CH:7]=[CH:6][C:5]([C:8]2([CH:12]([N:16]([CH3:18])[CH3:17])C(=O)C)[CH2:11][CH2:10][CH2:9]2)=[CH:4][CH:3]=1.[CH2:19]([Mg]Br)[CH3:20].C(Br)C.[Mg].Cl.CC[O:30][CH2:31][CH3:32]>CC(C)=O.CC(O)C.O>[ClH:1].[Cl:1][C:2]1[CH:3]=[CH:4][C:5]([C:8]2([CH:12]([N:16]([CH3:18])[CH3:17])[C:31]([CH3:32])([OH:30])[CH2:19][CH3:20])[CH2:11][CH2:10][CH2:9]2)=[CH:6][CH:7]=1 |f:9.10|. The product is Cl.ClC1=CC=C(C=C1)C1(CCC1)C(C(CC)(O)C)N(C)C (1-[1-(4-chlorophenyl)cyclobutyl]-1-dimethylamino-2-methylbutan-2-ol hydrochloride). Solvent: CC(=O)C (acetone), CC(=O)C (acetone), O (water), CC(C)O (propan-2-ol). The product is N1=C(C=CC=C1)OC1=CC=C(C=C1)CCl ((4-(2-pyridyloxy)phenyl)methyl chloride). Reaction SMILES: S(Cl)([Cl:3])=O.N1C=CC=CC=1.[N:11]1[CH:16]=[CH:15][CH:14]=[CH:13][C:12]=1[O:17][C:18]1[CH:23]=[CH:22][C:21]([CH2:24]O)=[CH:20][CH:19]=1.C(=O)(O)[O-].[Na+]>C(Cl)Cl.C(OCC)(=O)C>[N:11]1[CH:16]=[CH:15][CH:14]=[CH:13][C:12]=1[O:17][C:18]1[CH:23]=[CH:22][C:21]([CH2:24][Cl:3])=[CH:20][CH:19]=1 |f:3.4|. Reactants: N1=C(C=CC=C1)OC1=CC=C(C=C1)CO ((4-(2-pyridyloxy)phenyl)methanol), S(=O)(Cl)Cl (thionyl chloride), N1=CC=CC=C1 (pyridine), C([O-])(O)=O.[Na+] (sodium bicarbonate). The solvent is C(Cl)Cl (methylene chloride), C(C)(=O)OCC (ethyl acetate), C(Cl)Cl (methylene chloride). Run at temperature 22 celsius, time 30 minute. Procedure details: A stirred solution of 4.4 gram (0.037 mole) of thionyl chloride in 75 mL of dry methylene chloride was cooled to 0° C., and 0.07 gram (catalyst) of pyridine was added. A solution of 5.0 grams (0.025 mole) of (4-(2-pyridyloxy)phenyl)methanol in 25 mL of methylene chloride was then added drop wise. Upon completion addition of addition, the reaction mixture was allowed to warm to 22° C. where it stirred for 30 minutes. After this time an aliquot of the reaction mixture was taken up in ethyl acetate... Starting materials: C(C)(=O)OCC (ethyl acetate), C (charcoal), CNC(=S)C1(S(CCCC1)=O)C1=NC(=CC=C1)C (N-methyl-2-(6-methyl-2-pyridyl)-2-tetrahydrothiopyrancarbothioamide 1-oxide), P12(=S)SP3(=S)SP(=S)(S1)SP(=S)(S2)S3 (phosphorus pentasulphide), product. The solvent is C(Cl)Cl (methylene chloride). Run at temperature 25 celsius, time 45 minute. Product: CNC(=S)C1(SCCCC1)C1=NC(=CC=C1)C (N-Methyl-2-(6-methyl-2-pyridyl)-2-tetrahydrothiopyrancarbothioamide). Isolated yield 99.7%. RXN SMILES: [CH3:1][NH:2][C:3]([C:5]1([C:12]2[CH:17]=[CH:16][CH:15]=[C:14]([CH3:18])[N:13]=2)[CH2:10][CH2:9][CH2:8][CH2:7][S:6]1=O)=[S:4].P12(SP3(SP(SP(S3)(S1)=S)(=S)S2)=S)=S.C(OCC)(=O)C.C>C(Cl)Cl>[CH3:1][NH:2][C:3]([C:5]1([C:12]2[CH:17]=[CH:16][CH:15]=[C:14]([CH3:18])[N:13]=2)[CH2:10][CH2:9][CH2:8][CH2:7][S:6]1)=[S:4]. Procedure: To a solution of N-methyl-2-(6-methyl-2-pyridyl)-2-tetrahydrothiopyrancarbothioamide 1-oxide (72.4 g) in methylene chloride (1.4 liters), phosphorus pentasulphide (28.5 g) is added at a temperature below 28° C. and in the course of 50 minutes. The reaction mixture is stirred for 1 hour 45 minutes at a temperature in the region of 25° C. and distilled water (250 cc) is then added. The organic phase is decanted and washed 3 times with distilled water (750 cc in total) and dried over anhydrous magn...